From a dataset of the Open Reaction Database (ORD), a public repository of structured organic reaction records. describe an organic reaction: reactants, conditions, products, and yield Starting materials: C1CCOC1, CCCCCCC(C)Oc1cc(N(C)C)c(CC(=O)[O-])cc1[N+](=O)[O-], Cl, [Li+], [OH-], O, O. The product is CCCCCCC(C)Oc1cc(N(C)C)c(O)cc1[N+](=O)[O-]. As a reaction SMILES: [CH2:30]1[O:31][CH2:32][CH2:33][CH2:34]1.[CH3:4][CH:5]([CH2:6][CH2:7][CH2:8][CH2:9][CH2:10][CH3:11])[O:12][c:13]1[cH:14][c:15]([N:26]([CH3:27])[CH3:28])[c:16]([CH2:22][C:23]([O-:24])=[O:25])[cH:17][c:18]1[N+:19](=[O:20])[O-:21].[ClH:29].[Li+:3].[OH-:2].[OH2:1].[OH2:35]>>[OH:1][c:16]1[c:15]([N:26]([CH3:27])[CH3:28])[cH:14][c:13]([O:12][CH:5]([CH3:4])[CH2:6][CH2:7][CH2:8][CH2:9][CH2:10][CH3:11])[c:18]([N+:19](=[O:20])[O-:21])[cH:17]1. Starting materials: [Sn] (tin), BrC=1NC=2C=CC=C3C2C1CCNC3=O (2-Bromo-3,4,5,6-tetrahydro-1H-azepino[5,4,3-cd]indol-6-one), C(C)(C)(C)C1=C(C(=CC(=C1)C)C(C)(C)C)O (2,6-di-t-butyl-4-methyl phenol). The reagents and catalysts are [Pd].C1(=CC=CC=C1)P(C1=CC=CC=C1)C1=CC=CC=C1.C1(=CC=CC=C1)P(C1=CC=CC=C1)C1=CC=CC=C1.C1(=CC=CC=C1)P(C1=CC=CC=C1)C1=CC=CC=C1.C1(=CC=CC=C1)P(C1=CC=CC=C1)C1=CC=CC=C1 (tetrakis(triphenylphosphine) palladium(0)). The solvent is O (water), CN(C)C=O (DMF). Reaction conditions: temperature 60 celsius. The product is C1(=CC=CC=C1)C#CC=1NC=2C=CC=C3C2C1CCNC3=O (2-(Phenylethynyl)-3,4,5,6-tetrahydro-1H-azepino[5,4,3-cd]indol-6-one). The yield is 55.0%. Reaction SMILES: Br[C:2]1[NH:3][C:4]2[CH:5]=[CH:6][CH:7]=[C:8]3[C:14](=[O:15])[NH:13][CH2:12][CH2:11][C:10]=1[C:9]=23.[Sn].[C:17]([C:21]1[CH:26]=[C:25](C)[CH:24]=[C:23](C(C)(C)C)[C:22]=1O)(C)(C)[CH3:18]>CN(C=O)C.O.[Pd].C1(P(C2C=CC=CC=2)C2C=CC=CC=2)C=CC=CC=1.C1(P(C2C=CC=CC=2)C2C=CC=CC=2)C=CC=CC=1.C1(P(C2C=CC=CC=2)C2C=CC=CC=2)C=CC=CC=1.C1(P(C2C=CC=CC=2)C2C=CC=CC=2)C=CC=CC=1>[C:21]1([C:17]#[C:18][C:2]2[NH:3][C:4]3[CH:5]=[CH:6][CH:7]=[C:8]4[C:14](=[O:15])[NH:13][CH2:12][CH2:11][C:10]=2[C:9]=34)[CH:26]=[CH:25][CH:24]=[CH:23][CH:22]=1 |f:5.6.7.8.9,^3:15|. Procedure: Tricyclic bromide 11 (58.6 mg, 0.22 mmol) in DMF (1 mL) was degassed and treated with tributylephenylethynyl)tin (95.2 mg, 0.24 mmol) and tetrakis(triphenylphosphine) palladium(0) (13 mg, 2 mol %). One crystal of 2,6-di-t-butyl-4-methyl phenol was added, and the solution was heated at 60° C. for 10 h. Starting material was still present, so the solution was heated at 100° C. for an additional 2 h. The reaction mixture was cooled to ambient temperature and diluted with water (2 mL) and extracted ... Starting materials: CO, Cl, O=CNC(Cc1ccc(C(F)(F)F)cc1)C(=O)c1ccc(F)cc1. Yields the product Cl, NC(Cc1ccc(C(F)(F)F)cc1)C(=O)c1ccc(F)cc1. RXN SMILES: [CH3:26][OH:27].[ClH:25].[F:1][c:2]1[cH:3][cH:4][c:5]([C:8]([CH:9]([CH2:10][c:11]2[cH:12][cH:13][c:14]([C:17]([F:18])([F:19])[F:20])[cH:15][cH:16]2)[NH:21][CH:22]=[O:23])=[O:24])[cH:6][cH:7]1>>[ClH:25].[F:1][c:2]1[cH:3][cH:4][c:5]([C:8]([CH:9]([CH2:10][c:11]2[cH:12][cH:13][c:14]([C:17]([F:18])([F:19])[F:20])[cH:15][cH:16]2)[NH2:21])=[O:24])[cH:6][cH:7]1. The reactants are O=[N+]([O-])c1ccc(CCCCOCCCCCCBr)cc1, Cl, NCc1ccccc1. Yields the product O=[N+]([O-])c1ccc(CCCCOCCCCCCNCc2ccccc2)cc1. RXN SMILES: [Br:1][CH2:2][CH2:3][CH2:4][CH2:5][CH2:6][CH2:7][O:8][CH2:9][CH2:10][CH2:11][CH2:12][c:13]1[cH:14][cH:15][c:16]([N+:19](=[O:20])[O-:21])[cH:17][cH:18]1.[ClH:30].[NH2:22][CH2:23][c:24]1[cH:25][cH:26][cH:27][cH:28][cH:29]1>>[CH2:2]([CH2:3][CH2:4][CH2:5][CH2:6][CH2:7][O:8][CH2:9][CH2:10][CH2:11][CH2:12][c:13]1[cH:14][cH:15][c:16]([N+:19](=[O:20])[O-:21])[cH:17][cH:18]1)[NH:22][CH2:23][c:24]1[cH:25][cH:26][cH:27][cH:28][cH:29]1. Reactants: CC(C)=O, CCN(C(C)C)C(C)C, Cc1ncn(-c2c(F)cc(Nc3n[nH]c(C(CCCCCl)c4ccc(OC(F)(F)F)cc4)n3)cc2F)n1, [I-], [Na+]. Product: Cc1ncn(-c2c(F)cc(Nc3nc4n(n3)CCCCC4c3ccc(OC(F)(F)F)cc3)cc2F)n1. Reaction SMILES: [CH3:49][C:50](=[O:51])[CH3:52].[CH:40]([N:41]([CH:42]([CH3:43])[CH3:44])[CH2:45][CH3:46])([CH3:47])[CH3:48].[Cl:1][CH2:2][CH2:3][CH2:4][CH2:5][CH:6]([c:7]1[cH:8][cH:9][c:10]([O:13][C:14]([F:15])([F:16])[F:17])[cH:11][cH:12]1)[c:18]1[n:19][c:20]([NH:23][c:24]2[cH:25][c:26]([F:37])[c:27](-[n:31]3[n:32][c:33]([CH3:36])[n:34][cH:35]3)[c:28]([F:30])[cH:29]2)[n:21][nH:22]1.[I-:39].[Na+:38]>>[CH2:2]1[CH2:3][CH2:4][CH2:5][CH:6]([c:7]2[cH:8][cH:9][c:10]([O:13][C:14]([F:15])([F:16])[F:17])[cH:11][cH:12]2)[c:18]2[n:19][c:20]([NH:23][c:24]3[cH:25][c:26]([F:37])[c:27](-[n:31]4[n:32][c:33]([CH3:36])[n:34][cH:35]4)[c:28]([F:30])[cH:29]3)[n:21][n:22]21.